This data is from the Open Reaction Database (ORD), a public repository of structured organic reaction records. The task is: describe an organic reaction: reactants, conditions, products, and yield Yields the product OCCN[C@H](C(=O)N(C)C)C ((2S)-2-[(2-hydroxy ethyl)amino]-N,N-dimethylpropanamide). Starting materials: C(C1=CC=CC=C1)OC(N([C@H](C(=O)N(C)C)C)CCOCC1=CC=CC=C1)=O (benzyl[2-(benzyl oxy)ethyl][(1S)-2-(dimethylamino)-1-methyl-2-oxo ethyl]carbamate), [H][H] (hydrogen). Solvent: CCO (EtOH). Procedure: Under nitrogen atmosphere, to a solution of 2.75 g of the compound obtained in Step 79-2 in EtOH (30 ml) was added palladium-activated carbon (10% Pd, 0.30 g), and the inside of the reaction system was displaced with hydrogen gas. The solution was stirred for 24 hours at 45° C., then, the reaction solution was filtered, and the solvent was filtered out under reduced pressure. To a solution of the obtained residue in EtOH (30 ml) solution was added palladium-activated carbon (10% Pd, 0.30 g), and... Isolated yield 64.1%. The reagents and catalysts are [Pd] (palladium-activated carbon). Conditions: temperature 45 celsius, time 24 hour. Reaction SMILES: C(OC(=O)[N:10]([CH2:18][CH2:19][O:20]CC1C=CC=CC=1)[C@@H:11]([CH3:17])[C:12]([N:14]([CH3:16])[CH3:15])=[O:13])C1C=CC=CC=1.[H][H]>CCO.[Pd]>[OH:20][CH2:19][CH2:18][NH:10][C@@H:11]([CH3:17])[C:12]([N:14]([CH3:16])[CH3:15])=[O:13]. The reactants are H2PtCl6, C1(=CC=CC=C1)[C@H](C=C)NC(C1=CC(=CC(=C1)[N+](=O)[O-])[N+](=O)[O-])=O ((S)-N-(1-Phenylallyl)-3,5-dinitrobenzamide), C[SiH](Cl)C (dimethylchlorosilane). Run in C(C)(C)O (isopropanol), ClCCl (dichloromethane). Reaction conditions: time 6 hour. The product is C1(=CC=CC=C1)[C@H](CC[Si](C)(C)Cl)NC(C1=CC(=CC(=C1)[N+](=O)[O-])[N+](=O)[O-])=O ((S)-N-[1-Phenyl-3-(chlorodimethylsilyl)-propyl]-3,5-dinitrobenzamide). Reaction SMILES: [C:1]1([C@@H:7]([NH:10][C:11](=[O:24])[C:12]2[CH:17]=[C:16]([N+:18]([O-:20])=[O:19])[CH:15]=[C:14]([N+:21]([O-:23])=[O:22])[CH:13]=2)[CH:8]=[CH2:9])[CH:6]=[CH:5][CH:4]=[CH:3][CH:2]=1.[CH3:25][SiH:26]([CH3:28])[Cl:27]>ClCCl.C(O)(C)C>[C:1]1([C@@H:7]([NH:10][C:11](=[O:24])[C:12]2[CH:17]=[C:16]([N+:18]([O-:20])=[O:19])[CH:15]=[C:14]([N+:21]([O-:23])=[O:22])[CH:13]=2)[CH2:8][CH2:9][Si:26]([Cl:27])([CH3:28])[CH3:25])[CH:2]=[CH:3][CH:4]=[CH:5][CH:6]=1. Reported procedure: 1 g (3.06 mmol) of amide 5 was dispersed in an inert atmosphere in 10 ml of dry dichloromethane. 12 mg of H2PtCl6.xH2O was dispersed in 0.25 ml isopropanol and the obtained brown suspension was added to the reaction mixture. Afterwards, 10 ml of dimethylchlorosilane (92 mmol) was added and the reaction mixture was stirred on a reflux temperature for six hours. The transparent yellow solution was evaporated to paste remain which was dissolved in 5 ml of dry dichloromethane and again evaporated un...